From a dataset of the Open Reaction Database (ORD), a public repository of structured organic reaction records. describe an organic reaction: reactants, conditions, products, and yield Starting materials: CC1CNCC(C1)C (3,5 dimethylpiperidine), ClCCCC#N (4-chlorobutyronitrile). Run in C1=CC=CC=C1 (benzene). Yields the product CC1CN(CC(C1)C)CCCC#N (4-(3,5-dimethylpiperidino)-butyronitrile). RXN SMILES: [CH3:1][CH:2]1[CH2:7][CH:6]([CH3:8])[CH2:5][NH:4][CH2:3]1.Cl[CH2:10][CH2:11][CH2:12][C:13]#[N:14]>C1C=CC=CC=1>[CH3:1][CH:2]1[CH2:7][CH:6]([CH3:8])[CH2:5][N:4]([CH2:10][CH2:11][CH2:12][C:13]#[N:14])[CH2:3]1. Procedure details: Into a solution under reflux of 50 g (0.424 mole) of 3,5 dimethylpiperidine at 96% in 60 ml benzene are run in25 minutes 22 g (0.212 mole) of 4-chlorobutyronitrile and the reflux is continued for 2h. Reactants: C(C)(C)(C)OC(=O)N1C[C@H](CC1)NC1=NC=C(C=C1)N ((S)-3-(5-amino-pyridin-2-ylamino)-pyrrolidine-1-carboxylic acid tert-butyl ester), COC(=O)[C@H]1C[C@H](CC1)NC1=NC=C(C=C1)N ((1R,3S)-3-(5-amino-pyridin-2-ylamino)-cyclopentanecarboxylic acid methyl ester), COC(=O)[C@H]1C[C@H](CC1)NC1=NC=C(C=C1)[N+](=O)[O-] ((1R,3S)-3-(5-nitro-pyridin-2-ylamino)-cyclopentanecarboxylic acid methyl ester). Product: C(C)OC(=O)[C@H]1C[C@H](CC1)NC1=NC=C(C=C1)N ((1R,3S)-3-(5-amino-pyridin-2-ylamino)-cyclopentanecarboxylic acid ethyl ester). As a reaction SMILES: [C:1](OC(N1CC[C@H](NC2C=CC(N)=CN=2)C1)=O)(C)(C)C.[CH3:21][O:22][C:23]([C@@H:25]1[CH2:29][CH2:28][C@H:27]([NH:30][C:31]2[CH:36]=[CH:35][C:34]([NH2:37])=[CH:33][N:32]=2)[CH2:26]1)=[O:24].COC([C@@H]1CC[C@H](NC2C=CC([N+]([O-])=O)=CN=2)C1)=O>>[CH2:21]([O:22][C:23]([C@@H:25]1[CH2:29][CH2:28][C@H:27]([NH:30][C:31]2[CH:36]=[CH:35][C:34]([NH2:37])=[CH:33][N:32]=2)[CH2:26]1)=[O:24])[CH3:1]. Reported procedure: With a method similar to that used for the preparation of (S)-3-(5-amino-pyridin-2-ylamino)-pyrrolidine-1-carboxylic acid tert-butyl ester above, (1R,3S)-3-(5-amino-pyridin-2-ylamino)-cyclopentanecarboxylic acid methyl ester was prepared by the hydrogenation of (1R,3S)-3-(5-nitro-pyridin-2-ylamino)-cyclopentanecarboxylic acid methyl ester. This material was directly used in the next step without further purification. The reactants are CC(C)(C)[Si](OCCCC1NCCO1)(c1ccccc1)c1ccccc1, COC(=O)C1OC(Oc2ccc(CO)cc2NC(=O)CCNC(=O)OCC2c3ccccc3-c3ccccc32)C(OC(C)=O)C(OC(C)=O)C1OC(C)=O, O=C(Cl)OC(Cl)(Cl)Cl. Yields the product COC(=O)C1OC(Oc2ccc(COC(=O)N3CCOC3CCCO[Si](c3ccccc3)(c3ccccc3)C(C)(C)C)cc2NC(=O)CCNC(=O)OCC2c3ccccc3-c3ccccc32)C(OC(C)=O)C(OC(C)=O)C1OC(C)=O. Reaction SMILES: [C:63]([CH3:64])([CH3:65])([CH3:66])[Si:67]([O:68][CH2:69][CH2:70][CH2:71][CH:72]1[O:73][CH2:74][CH2:75][NH:76]1)([c:77]1[cH:78][cH:79][cH:80][cH:81][cH:82]1)[c:83]1[cH:84][cH:85][cH:86][cH:87][cH:88]1.[CH3:1][O:2][C:3](=[O:4])[CH:5]1[O:6][CH:7]([O:23][c:24]2[c:25]([NH:32][C:33]([CH2:34][CH2:35][NH:36][C:37](=[O:38])[O:39][CH2:40][CH:41]3[c:42]4[cH:43][cH:44][cH:45][cH:46][c:47]4-[c:48]4[cH:49][cH:50][cH:51][cH:52][c:53]43)=[O:54])[cH:26][c:27]([CH2:30][OH:31])[cH:28][cH:29]2)[CH:8]([O:19][C:20]([CH3:21])=[O:22])[CH:9]([O:15][C:16]([CH3:17])=[O:18])[CH:10]1[O:11][C:12]([CH3:13])=[O:14].[O:55]=[C:56]([Cl:57])[O:58][C:59]([Cl:60])([Cl:61])[Cl:62]>>[CH3:1][O:2][C:3](=[O:4])[CH:5]1[O:6][CH:7]([O:23][c:24]2[c:25]([NH:32][C:33]([CH2:34][CH2:35][NH:36][C:37](=[O:38])[O:39][CH2:40][CH:41]3[c:42]4[cH:43][cH:44][cH:45][cH:46][c:47]4-[c:48]4[cH:49][cH:50][cH:51][cH:52][c:53]43)=[O:54])[cH:26][c:27]([CH2:30][O:31][C:56](=[O:55])[N:76]3[CH:72]([CH2:71][CH2:70][CH2:69][O:68][Si:67]([C:63]([CH3:64])([CH3:65])[CH3:66])([c:77]4[cH:78][cH:79][cH:80][cH:81][cH:82]4)[c:83]4[cH:84][cH:85][cH:86][cH:87][cH:88]4)[O:73][CH2:74][CH2:75]3)[cH:28][cH:29]2)[CH:8]([O:19][C:20]([CH3:21])=[O:22])[CH:9]([O:15][C:16]([CH3:17])=[O:18])[CH:10]1[O:11][C:12]([CH3:13])=[O:14]. The reactants are C(C)C1=CC=CC=C1 (ethylbenzene), O (water), S(=O)([O-])[O-].[Na+].[Na+] (sodium sulfite), [N+](=O)([O-])[O-].[Pb+2].[N+](=O)([O-])[O-] (lead nitrate). Product: C(C)(=O)C1=CC=CC=C1 (acetophenone). The yield is 95.0%. As a reaction SMILES: [CH2:1]([C:3]1[CH:8]=[CH:7][CH:6]=[CH:5][CH:4]=1)[CH3:2].O.S([O-])([O-])=[O:11].[Na+].[Na+].[N+]([O-])([O-])=O.[Pb+2].[N+]([O-])([O-])=O>>[C:1]([C:3]1[CH:8]=[CH:7][CH:6]=[CH:5][CH:4]=1)(=[O:11])[CH3:2] |f:2.3.4,5.6.7|. Procedure: Ten millimoles of ethylbenzene were heated at 400° C. for 1 hour with 1.35 ml of water containing 20 millimoles of sodium sulfite and 10 millimoles of lead nitrate. On cooling, a suspension of black precipitate was observed. The reaction product was extracted with ether and the ether layer was dried over Na2SO4 and concentrated to yield acetophenone in more than 95% yield. Acetophenone was confirmed by NMR and gas chromatographic techniques. Reactants: CCO, CC(=O)O, O=Cc1ccccc1, NNC(=O)c1ccc(O)cc1. Yields the product O=C(NN=Cc1ccccc1)c1ccc(O)cc1. Reaction SMILES: [CH3:12][CH2:13][OH:14].[CH3:23][C:24](=[O:25])[OH:26].[CH:15](=[O:16])[c:17]1[cH:18][cH:19][cH:20][cH:21][cH:22]1.[OH:1][c:2]1[cH:3][cH:4][c:5]([C:6](=[O:7])[NH:8][NH2:9])[cH:10][cH:11]1>>[OH:1][c:2]1[cH:3][cH:4][c:5]([C:6](=[O:7])[NH:8][N:9]=[CH:15][c:17]2[cH:18][cH:19][cH:20][cH:21][cH:22]2)[cH:10][cH:11]1. Starting materials: C[Si](C)(C)[N-][Si](C)(C)C, CNc1cnc(Cl)cc1-c1ccccc1Cl, CC(C)(C(=O)Cl)c1cc(C(F)(F)F)cc(C(F)(F)F)c1, [K+], C1CCOC1. Product: CN(C(=O)C(C)(C)c1cc(C(F)(F)F)cc(C(F)(F)F)c1)c1cnc(Cl)cc1-c1ccccc1Cl. RXN SMILES: [CH3:17][Si:18]([CH3:19])([CH3:20])[N-:21][Si:22]([CH3:23])([CH3:24])[CH3:25].[Cl:1][c:2]1[cH:3][c:4](-[c:10]2[c:11]([Cl:16])[cH:12][cH:13][cH:14][cH:15]2)[c:5]([NH:8][CH3:9])[cH:6][n:7]1.[F:27][C:28]([c:29]1[cH:30][c:31]([C:39]([C:40](=[O:41])[Cl:42])([CH3:43])[CH3:44])[cH:32][c:33]([C:35]([F:36])([F:37])[F:38])[cH:34]1)([F:45])[F:46].[K+:26].[O:47]1[CH2:48][CH2:49][CH2:50][CH2:51]1>>[Cl:1][c:2]1[cH:3][c:4](-[c:10]2[c:11]([Cl:16])[cH:12][cH:13][cH:14][cH:15]2)[c:5]([N:8]([CH3:9])[C:40]([C:39]([c:31]2[cH:30][c:29]([C:28]([F:27])([F:45])[F:46])[cH:34][c:33]([C:35]([F:36])([F:37])[F:38])[cH:32]2)([CH3:43])[CH3:44])=[O:41])[cH:6][n:7]1.